This data is from the Open Reaction Database (ORD), a public repository of structured organic reaction records. The task is: describe an organic reaction: reactants, conditions, products, and yield Reported procedure: The title compound was prepared from 2-methoxybenzoyl chloride, 2-amino-5-bromobenzonitrile, and (R)-3-amino-piperidine-1-carboxylic acid tert-butyl ester using methods analogous to those described in Synthesis 1, steps 1A, 1B, and 1D. As a reaction SMILES: C[O:2][C:3]1[CH:11]=[CH:10][CH:9]=[CH:8][C:4]=1[C:5](Cl)=O.[NH2:12][C:13]1[CH:20]=[CH:19][C:18]([Br:21])=[CH:17][C:14]=1[C:15]#[N:16].[C:22]([O:26][C:27]([N:29]1[CH2:34][CH2:33]C[C@@H:31]([NH2:35])[CH2:30]1)=[O:28])([CH3:25])([CH3:24])[CH3:23]>>[Br:21][C:18]1[CH:17]=[C:14]2[C:13](=[CH:20][CH:19]=1)[N:12]=[C:5]([C:4]1[CH:8]=[CH:9][CH:10]=[CH:11][C:3]=1[OH:2])[N:16]=[C:15]2[NH:35][C@H:31]1[CH2:33][CH2:34][N:29]([C:27]([O:26][C:22]([CH3:23])([CH3:24])[CH3:25])=[O:28])[CH2:30]1. Reactants: COC1=C(C(=O)Cl)C=CC=C1 (2-methoxybenzoyl chloride), NC1=C(C#N)C=C(C=C1)Br (2-amino-5-bromobenzonitrile), C(C)(C)(C)OC(=O)N1C[C@@H](CCC1)N ((R)-3-amino-piperidine-1-carboxylic acid tert-butyl ester), 1B, 1D. Product: BrC=1C=C2C(=NC(=NC2=CC1)C1=C(C=CC=C1)O)N[C@@H]1CN(CC1)C(=O)OC(C)(C)C ((S)-tert-Butyl 3-(6-bromo-2-(2-hydroxyphenyl)quinazolin-4-ylamino)pyrrolidine-1-carboxylate). Starting materials: C1CCOC1, CCOC(=O)CP(=O)(OCC)OCC, CC(C)c1nc(C=O)cs1. Yields the product CCOC(=O)C=Cc1csc(C(C)C)n1. As a reaction SMILES: [CH2:25]1[O:26][CH2:27][CH2:28][CH2:29]1.[CH3:1][CH2:2][O:3][C:4](=[O:5])[CH2:6][P:7]([O:8][CH2:9][CH3:10])([O:11][CH2:12][CH3:13])=[O:14].[CH:15]([CH3:16])([CH3:17])[c:18]1[s:19][cH:20][c:21]([CH:23]=[O:24])[n:22]1>>[CH3:1][CH2:2][O:3][C:4](=[O:5])[CH:6]=[CH:23][c:21]1[cH:20][s:19][c:18]([CH:15]([CH3:16])[CH3:17])[n:22]1. Starting materials: solution, C(CCCCCCCCC)OC=1C=NC(=NC1)C1=CC=C(C=C1)Br (5-decyloxy-2-(4-bromophenyl)-pyrimidine), tetrakis-triphenylphosphine palladium, [OH-].[Na+] (sodium hydroxide), aqueous solution, [OH-].[Na+] (sodium hydroxide), aqueous solution, OO (hydrogen peroxide), OC(CCC/C=C/B(O)O)C (E-6-hydroxy-1-heptenyldihydroxyborane). The solvent is O1CCCC1 (tetrahydrofuran), C(Cl)(Cl)Cl (CHCl3), O1CCCC1 (tetrahydrofuran). Reaction conditions: time 6 hour. The product is C(CCCCCCCCC)OC=1C=NC(=NC1)C1=CC=C(C=C1)\C=C\CCCC(C)O ((-)-5-decyloxy-2-{4-(6-hydroxy-1-trans-heptenyl)-phenyl}-pyrimidine). The yield is 81.7%. RXN SMILES: [CH2:1]([O:11][C:12]1[CH:13]=[N:14][C:15]([C:18]2[CH:23]=[CH:22][C:21](Br)=[CH:20][CH:19]=2)=[N:16][CH:17]=1)[CH2:2][CH2:3][CH2:4][CH2:5][CH2:6][CH2:7][CH2:8][CH2:9][CH3:10].[OH-].[Na+].[OH:27][CH:28]([CH3:37])[CH2:29][CH2:30][CH2:31]/[CH:32]=[CH:33]/B(O)O.OO>O1CCCC1.C(Cl)(Cl)Cl>[CH2:1]([O:11][C:12]1[CH:13]=[N:14][C:15]([C:18]2[CH:23]=[CH:22][C:21](/[CH:33]=[CH:32]/[CH2:31][CH2:30][CH2:29][CH:28]([OH:27])[CH3:37])=[CH:20][CH:19]=2)=[N:16][CH:17]=1)[CH2:2][CH2:3][CH2:4][CH2:5][CH2:6][CH2:7][CH2:8][CH2:9][CH3:10] |f:1.2|. Procedure details: Apart from the above, inner atmosphere of a four-necked flask equipped with a stirring device, a reflux condenser and a thermometer was replaced with nitrogen gas, and then the flask was charged with 6.6 g (17 mmol) of 5-decyloxy-2-(4-bromophenyl)-pyrimidine, 0.23 g (0.2 mmol) of tetrakis-triphenylphosphine-palladium, 2.4 g (60 mmol) of sodium hydroxide and 60 ml of tetrahydrofuran. Subsequently, 50 ml of a solution prepared by dissolving 20 mmol of the above-obtained E-6-hydroxy-1-heptenyldihyd...